From a dataset of the Open Reaction Database (ORD), a public repository of structured organic reaction records. describe an organic reaction: reactants, conditions, products, and yield Reported procedure: Cyanamide (100 g, 2.4 mol) was placed in a 500 mL round bottom flask and heated to 60-65° C. until the material completely melted. N-tert-butyl-N′-4-aminobenzylurea hydrochloride, (25.3 g, 97.8 mmol) was then added directly to the liquid cyanamide and the resulting yellow solution was stirred at 60-65° C. an additional two hours. Water (100 mL) was subsequently added to the solution followed by cooling to room temperature. The aqueous solution was washed with ethyl ether (1 L) followed by back e... Run at temperature 62.5 celsius, time 2 hour. Yield: 142.1%. The solvent is O (Water). As a reaction SMILES: [N:1]#[C:2][NH2:3].Cl.C([NH:9][C:10]([NH:12][CH2:13][C:14]1[CH:19]=[CH:18][C:17]([NH2:20])=[CH:16][CH:15]=1)=[O:11])(C)(C)C>O>[C:14]([N:12]([CH2:13][C:14]1[CH:15]=[CH:16][C:17]([NH:20][C:2]([NH2:3])=[NH:1])=[CH:18][CH:19]=1)[C:10]([NH2:9])=[O:11])([CH3:19])([CH3:15])[CH3:13] |f:1.2|. Yields the product C(C)(C)(C)N(C(=O)N)CC1=CC=C(C=C1)NC(=N)N (N-tert-butyl-N-4-guanidinobenzylurea). Starting materials: N#CN (Cyanamide), Cl.C(C)(C)(C)NC(=O)NCC1=CC=C(C=C1)N (N-tert-butyl-N′-4-aminobenzylurea hydrochloride), N#CN (cyanamide).